Dataset: the Open Reaction Database (ORD), a public repository of structured organic reaction records. Task: describe an organic reaction: reactants, conditions, products, and yield As a reaction SMILES: [CH3:1][O:2][C:3]([CH2:4][c:5]1[cH:6][c:7]([O:11][c:12]2[c:13]([CH2:22][NH:23][CH:24]3[CH2:25][CH2:26][c:27]4[cH:28][cH:29][cH:30][cH:31][c:32]43)[cH:14][c:15]([C:18]([F:19])([F:20])[F:21])[cH:16][cH:17]2)[cH:8][cH:9][cH:10]1)=[O:33].[Cl:34][C:35](=[O:36])[O:37][CH3:38]>>[CH3:1][O:2][C:3]([CH2:4][c:5]1[cH:6][c:7]([O:11][c:12]2[c:13]([CH2:22][N:23]([CH:24]3[CH2:25][CH2:26][c:27]4[cH:28][cH:29][cH:30][cH:31][c:32]43)[C:35](=[O:36])[O:37][CH3:38])[cH:14][c:15]([C:18]([F:19])([F:20])[F:21])[cH:16][cH:17]2)[cH:8][cH:9][cH:10]1)=[O:33]. Product: COC(=O)Cc1cccc(Oc2ccc(C(F)(F)F)cc2CN(C(=O)OC)C2CCc3ccccc32)c1. Reactants: COC(=O)Cc1cccc(Oc2ccc(C(F)(F)F)cc2CNC2CCc3ccccc32)c1, COC(=O)Cl.